This data is from the Open Reaction Database (ORD), a public repository of structured organic reaction records. The task is: describe an organic reaction: reactants, conditions, products, and yield Reactants: C(C)(C)(C)OC(=O)N1[C@H](C(=O)N2[C@@H](CCC2)C(COC2=CC3=C(C=C2)OCO3)O)CCC1 ((2S)1-[N-(tert-butoxycarbonyl)-L-prolyl]-2-{1-hydroxy-2-[(3,4-methylenedioxy)phenoxy]ethyl} pyrrolidine), C(C1=CC=CC=C1)N=C=O (benzyl isocyanate). Product: C(C1=CC=CC=C1)NC(=O)N1[C@H](C(=O)N2[C@@H](CCC2)C(COC2=CC3=C(C=C2)OCO3)=O)CCC1 ((2S)-1-[N-(Benzylaminocarbonyl)-L-prolyl]-2-{[(3,4-methylenedioxy)phenoxy]acetyl} pyrrolidine). RXN SMILES: C([O:5][C:6]([N:8]1[CH2:32][CH2:31][CH2:30][C@H:9]1[C:10]([N:12]1[CH2:16][CH2:15][CH2:14][C@H:13]1[CH:17]([OH:29])[CH2:18][O:19][C:20]1[CH:25]=[CH:24][C:23]2[O:26][CH2:27][O:28][C:22]=2[CH:21]=1)=[O:11])=O)(C)(C)C.[CH2:33]([N:40]=C=O)[C:34]1[CH:39]=[CH:38][CH:37]=[CH:36][CH:35]=1>>[CH2:33]([NH:40][C:6]([N:8]1[CH2:32][CH2:31][CH2:30][C@H:9]1[C:10]([N:12]1[CH2:16][CH2:15][CH2:14][C@H:13]1[C:17](=[O:29])[CH2:18][O:19][C:20]1[CH:25]=[CH:24][C:23]2[O:26][CH2:27][O:28][C:22]=2[CH:21]=1)=[O:11])=[O:5])[C:34]1[CH:39]=[CH:38][CH:37]=[CH:36][CH:35]=1. Procedure details: By the same procedure as in Example 21-C), while using (2S)1-[N-(tert-butoxycarbonyl)-L-prolyl]-2-{1-hydroxy-2-[(3,4-methylenedioxy)phenoxy]ethyl} pyrrolidine (2.07 g) and benzyl isocyanate (0.63 ml), there was obtained 2.06 g of the title compound. Reactants: BrC=1N=NC(=CC1OC)C1=CC(=CC=C1)C(F)(F)F (3-Bromo-4-methoxy-6-[3-(trifluoromethyl)phenyl]pyridazine), C[Sn](C)(C)C (tetramethyltin). Reagents/catalysts: [CH2-]C1=CC=CC=C1.C1=CC=C(C=C1)P(C2=CC=CC=C2)C3=CC=CC=C3.C1=CC=C(C=C1)P(C2=CC=CC=C2)C3=CC=CC=C3.Cl[Pd+] (trans-benzyl(chloro)bis-(triphenylphosphine)palladium(II)). Run in CN(C)C=O (DMF). Yields the product COC1=C(N=NC(=C1)C1=CC(=CC=C1)C(F)(F)F)C (4-methoxy-3-methyl-6-[3-(trifluoromethyl)phenyl]pyridazine). The yield is 63.0%. As a reaction SMILES: Br[C:2]1[N:3]=[N:4][C:5]([C:10]2[CH:15]=[CH:14][CH:13]=[C:12]([C:16]([F:19])([F:18])[F:17])[CH:11]=2)=[CH:6][C:7]=1[O:8][CH3:9].[CH3:20][Sn](C)(C)C>CN(C=O)C.[CH2-]C1C=CC=CC=1.C1C=CC(P(C2C=CC=CC=2)C2C=CC=CC=2)=CC=1.C1C=CC(P(C2C=CC=CC=2)C2C=CC=CC=2)=CC=1.Cl[Pd+]>[CH3:9][O:8][C:7]1[CH:6]=[C:5]([C:10]2[CH:15]=[CH:14][CH:13]=[C:12]([C:16]([F:19])([F:18])[F:17])[CH:11]=2)[N:4]=[N:3][C:2]=1[CH3:20] |f:3.4.5.6|. Reported procedure: 3-Bromo-4-methoxy-6-[3-(trifluoromethyl)phenyl]pyridazine (1.0 g, 0.003 mole, Compound No. 65), tetramethyltin (1.28 g, 0.0072 mole) and trans-benzyl(chloro)bis-(triphenylphosphine)palladium(II) (20 mg) were heated to 100° C. in DMF under N2 for 18 h. The reaction was then cooled and partitioned between aqueous KF solution and ethyl acetate. The KF solution was extracted with additional ethyl acetate. The organic layers were washed with brine, dried (MgSO4), filtered through silica gel and then ... Reactants: BrC1=CC=C(CC2N(CCC3=CC(=CC=C23)OC)C2=CC=CC=C2)C=C1 (1-(4-bromobenzyl)-6-methoxy-2-phenyl-1,2,3,4-tetrahydroisoquinoline), B(Br)(Br)Br (boron tribromide), C([O-])(O)=O.[Na+] (sodium bicarbonate), O (water). Solvent: C(Cl)Cl (CH2Cl2), C(Cl)Cl (CH2Cl2). Run at time 8 hour. The product is BrC1=CC=C(CC2N(CCC3=CC(=CC=C23)O)C2=CC=CC=C2)C=C1 (1-(4-bromobenzyl)-2-phenyl-1,2,3,4-tetrahydroisoquinolin-6-ol). Isolated yield 10.1%. Reaction SMILES: [Br:1][C:2]1[CH:26]=[CH:25][C:5]([CH2:6][CH:7]2[C:16]3[C:11](=[CH:12][C:13]([O:17]C)=[CH:14][CH:15]=3)[CH2:10][CH2:9][N:8]2[C:19]2[CH:24]=[CH:23][CH:22]=[CH:21][CH:20]=2)=[CH:4][CH:3]=1.B(Br)(Br)Br.O.C(=O)(O)[O-].[Na+]>C(Cl)Cl>[Br:1][C:2]1[CH:3]=[CH:4][C:5]([CH2:6][CH:7]2[C:16]3[C:11](=[CH:12][C:13]([OH:17])=[CH:14][CH:15]=3)[CH2:10][CH2:9][N:8]2[C:19]2[CH:24]=[CH:23][CH:22]=[CH:21][CH:20]=2)=[CH:25][CH:26]=1 |f:3.4|. Reported procedure: To a solution of 1-(4-bromobenzyl)-6-methoxy-2-phenyl-1,2,3,4-tetrahydroisoquinoline (0.10 g, 0.25 mmol) in CH2Cl2 (15 mL) at 0° C. under nitrogen was added boron tribromide (1.47 mL, 1.47 mmol). The reaction was allowed to reach RT. After 8 hours, the reaction was poured into water (10 mL) and neutralized with saturated sodium bicarbonate. Additional CH2Cl2 (25 mL) was added, the organic layer was separated, dried over MgSO4, filtered and concentrated. The residue was then chromatographed (SiO2... RXN SMILES: [F:1][C:2]([F:16])([F:15])[C:3]1[C:4](N2CCNCC2)=[N:5]C=C[CH:8]=1.[CH:17]12[N:24]([C:25](=[O:36])[CH:26]([C:30]3[CH:35]=[CH:34][CH:33]=[CH:32][CH:31]=3)[CH2:27][CH2:28]Cl)[CH:21]([CH2:22][CH2:23]1)[CH2:20][CH2:19][CH2:18]2.[CH:37]([N:40]([CH:43]([CH3:45])C)[CH2:41][CH3:42])([CH3:39])C.[I-].[K+].Cl.C[N:50](C)C=O>>[CH:17]12[N:24]([C:25](=[O:36])[CH:26]([C:30]3[CH:35]=[CH:34][CH:33]=[CH:32][CH:31]=3)[CH2:27][CH2:28][N:50]3[CH2:42][CH2:41][N:40]([C:37]4[CH:39]=[CH:8][C:3]([C:2]([F:16])([F:15])[F:1])=[CH:4][N:5]=4)[CH2:43][CH2:45]3)[CH:21]([CH2:22][CH2:23]1)[CH2:20][CH2:19][CH2:18]2 |f:3.4|. Reported procedure: The title compound was prepared from 4-(3-trifluoromethyl-pyridin-2-yl)-piperazine (0.9 g, 3.9 mmole), 1-(8-aza-bicyclo[3.2.1]oct-8-yl)-4-chloro-2-phenyl-butan-1-one (1.6 g, 5.50 mmole), diisopropylethylamine (0.7 g, 5.4 mmole) and potassium iodide (0.8 g, 4.8 mmole) in dimethylformamide (30 mL) in the manner described in example 2 to yield 0.47 g of title product as the hydrochloride 0.3 hydrate, solid foam, m.p. 85°-120° C., (dec.). Reactants: FC(C=1C(=NC=CC1)N1CCNCC1)(F)F (4-(3-trifluoromethyl-pyridin-2-yl)-piperazine), C12CCCC(CC1)N2C(C(CCCl)C2=CC=CC=C2)=O (1-(8-aza-bicyclo[3.2.1]oct-8-yl)-4-chloro-2-phenyl-butan-1-one), C(C)(C)N(CC)C(C)C (diisopropylethylamine), [I-].[K+] (potassium iodide), CN(C=O)C (dimethylformamide), Cl (hydrochloride). Yields the product C12CCCC(CC1)N2C(C(CCN2CCN(CC2)C2=NC=C(C=C2)C(F)(F)F)C2=CC=CC=C2)=O (1-(8-Aza-bicyclo[3.2.1]oct-8-yl)-2-phenyl-4-[4-(5-trifluoromethyl-pyridin-2-yl)-piperazin-1-yl]-butan-1-one). Reactants: C(C)OC(CCCOC1=C(C(=CC=C1)CCCCCCOC1=CC(=CC(=C1)[N+](=O)[O-])I)CCC(=O)OCC)=O (4-{2-(2-ethoxycarbonyl-ethyl)-3-[6-(3-iodo-5-nitro-phenoxy)-hexyl]-phenoxy}-butyric acid ethyl ester), O1COC2=C1C=CC(=C2)B(O)O (benzo[1,3]dioxol-5-yl-boronic acid). The product is C(C)OC(CCCOC1=C(C(=CC=C1)CCCCCCOC1=CC(=CC(=C1)[N+](=O)[O-])C1=CC2=C(OCO2)C=C1)CCC(=O)OCC)=O (4-{3-[6-(3-benzo[1,3]dioxol-5-yl-5-nitro-phenoxy)-hexyl]-2-(2-ethoxycarbonyl-ethyl)-phenoxy}-butyric acid ethyl ester). Yield: 73.4%. RXN SMILES: [CH2:1]([O:3][C:4](=[O:39])[CH2:5][CH2:6][CH2:7][O:8][C:9]1[CH:14]=[CH:13][CH:12]=[C:11]([CH2:15][CH2:16][CH2:17][CH2:18][CH2:19][CH2:20][O:21][C:22]2[CH:27]=[C:26]([N+:28]([O-:30])=[O:29])[CH:25]=[C:24](I)[CH:23]=2)[C:10]=1[CH2:32][CH2:33][C:34]([O:36][CH2:37][CH3:38])=[O:35])[CH3:2].[O:40]1[C:44]2[CH:45]=[CH:46][C:47](B(O)O)=[CH:48][C:43]=2[O:42][CH2:41]1>>[CH2:1]([O:3][C:4](=[O:39])[CH2:5][CH2:6][CH2:7][O:8][C:9]1[CH:14]=[CH:13][CH:12]=[C:11]([CH2:15][CH2:16][CH2:17][CH2:18][CH2:19][CH2:20][O:21][C:22]2[CH:27]=[C:26]([N+:28]([O-:30])=[O:29])[CH:25]=[C:24]([C:47]3[CH:46]=[CH:45][C:44]4[O:40][CH2:41][O:42][C:43]=4[CH:48]=3)[CH:23]=2)[C:10]=1[CH2:32][CH2:33][C:34]([O:36][CH2:37][CH3:38])=[O:35])[CH3:2]. Procedure details: A similar procedure as described in Example 12, step 8 was used, starting from 4-{2-(2-ethoxycarbonyl-ethyl)-3-[6-(3-iodo-5-nitro-phenoxy)-hexyl]-phenoxy}-butyric acid ethyl ester (6.6 g, 10.07 mmol) and benzo[1,3]dioxol-5-yl-boronic acid (3.45 g, 20.14 mmol) to afford 4-{3-[6-(3-benzo[1,3]dioxol-5-yl-5-nitro-phenoxy)-hexyl]-2-(2-ethoxycarbonyl-ethyl)-phenoxy}-butyric acid ethyl ester (4.8 g, 73%) as a light yellow oil: EI(+)-HRMS m/e calculated for C36H43NO10 (M+Na)+ 672.2779, found 672.2773.